From a dataset of the Open Reaction Database (ORD), a public repository of structured organic reaction records. describe an organic reaction: reactants, conditions, products, and yield Starting materials: COc1cc(NC(=O)OC(C)(C)C)c(NC(=O)CC(=O)c2cccc(-c3ccncc3)c2)cc1C(F)(F)F, ClCCl, O=C(O)C(F)(F)F. The product is COc1cc2c(cc1C(F)(F)F)NC(=O)CC(c1cccc(-c3ccncc3)c1)=N2. RXN SMILES: [C:1]([O:2][C:3](=[O:4])[NH:7][c:8]1[c:9]([NH:20][C:21]([CH2:22][C:23](=[O:5])[c:24]2[cH:25][c:26](-[c:30]3[cH:31][cH:32][n:33][cH:34][cH:35]3)[cH:27][cH:28][cH:29]2)=[O:37])[cH:10][c:11]([C:16]([F:17])([F:18])[F:19])[c:12]([O:14][CH3:15])[cH:13]1)([CH3:6])([CH3:36])[CH3:38].[Cl:46][CH2:47][Cl:48].[F:39][C:40]([F:41])([F:42])[C:43]([OH:44])=[O:45]>>[N:7]1=[C:23]([c:24]2[cH:25][c:26](-[c:30]3[cH:31][cH:32][n:33][cH:34][cH:35]3)[cH:27][cH:28][cH:29]2)[CH2:22][C:21](=[O:37])[NH:20][c:9]2[c:8]1[cH:13][c:12]([O:14][CH3:15])[c:11]([C:16]([F:17])([F:18])[F:19])[cH:10]2. The product is CN1CCCCC1CCOc1ccc(CC2c3ccc(O)cc3CCN2c2ccc(F)cc2)cc1. As a reaction SMILES: [CH3:46][OH:47].[Cl:43][CH2:44][Cl:45].[F:1][c:2]1[cH:3][cH:4][c:5]([N:8]2[CH:9]([CH2:26][c:27]3[cH:28][cH:29][c:30]([O:33][CH2:34][CH2:35][CH:36]4[N:37]([CH3:42])[CH2:38][CH2:39][CH2:40][CH2:41]4)[cH:31][cH:32]3)[c:10]3[cH:11][cH:12][c:13]([O:18][CH2:19][c:20]4[cH:21][cH:22][cH:23][cH:24][cH:25]4)[cH:14][c:15]3[CH2:16][CH2:17]2)[cH:6][cH:7]1>>[F:1][c:2]1[cH:3][cH:4][c:5]([N:8]2[CH:9]([CH2:26][c:27]3[cH:28][cH:29][c:30]([O:33][CH2:34][CH2:35][CH:36]4[N:37]([CH3:42])[CH2:38][CH2:39][CH2:40][CH2:41]4)[cH:31][cH:32]3)[c:10]3[cH:11][cH:12][c:13]([OH:18])[cH:14][c:15]3[CH2:16][CH2:17]2)[cH:6][cH:7]1. The reactants are CO, ClCCl, CN1CCCCC1CCOc1ccc(CC2c3ccc(OCc4ccccc4)cc3CCN2c2ccc(F)cc2)cc1. The reactants are C=CCC1(OCc2ccccc2)C(COCc2ccccc2)OC(n2cc(C)c(=O)[nH]c2=O)C1O, CS(=O)(=O)Cl, O, c1ccncc1. Product: C=CCC1(OCc2ccccc2)C(COCc2ccccc2)OC(n2cc(C)c(=O)[nH]c2=O)C1OS(C)(=O)=O. As a reaction SMILES: [CH2:1]([CH:2]=[CH2:3])[C:4]1([O:28][CH2:29][c:30]2[cH:31][cH:32][cH:33][cH:34][cH:35]2)[CH:5]([OH:27])[CH:6]([n:18]2[c:19](=[O:20])[nH:21][c:22](=[O:23])[c:24]([CH3:25])[cH:26]2)[O:7][CH:8]1[CH2:9][O:10][CH2:11][c:12]1[cH:13][cH:14][cH:15][cH:16][cH:17]1.[CH3:36][S:37]([Cl:38])(=[O:39])=[O:40].[OH2:41].[cH:42]1[cH:43][cH:44][n:45][cH:46][cH:47]1>>[CH2:1]([CH:2]=[CH2:3])[C:4]1([O:28][CH2:29][c:30]2[cH:31][cH:32][cH:33][cH:34][cH:35]2)[CH:5]([O:27][S:37]([CH3:36])(=[O:39])=[O:40])[CH:6]([n:18]2[c:19](=[O:20])[nH:21][c:22](=[O:23])[c:24]([CH3:25])[cH:26]2)[O:7][CH:8]1[CH2:9][O:10][CH2:11][c:12]1[cH:13][cH:14][cH:15][cH:16][cH:17]1. The reactants are CN1C=NC2=C1C=CC=C2[N+](=O)[O-] (1-methyl-4-nitro-1H-benzimidazole), [H][H] (hydrogen). The reagents and catalysts are [Pd] (Pd/C). Run in CCO (EtOH). Product: CN1C=NC2=C1C=CC=C2N (1-Methyl-1H-benzimidazol-4-ylamine). Isolated yield 93.4%. Reaction SMILES: [CH3:1][N:2]1[C:6]2[CH:7]=[CH:8][CH:9]=[C:10]([N+:11]([O-])=O)[C:5]=2[N:4]=[CH:3]1.[H][H]>CCO.[Pd]>[CH3:1][N:2]1[C:6]2[CH:7]=[CH:8][CH:9]=[C:10]([NH2:11])[C:5]=2[N:4]=[CH:3]1. Procedure: A suspension of 1-methyl-4-nitro-1H-benzimidazole [2.1 g, 12 mmol, prepared as described in Viktor Milata et. al., Org. Prep. Proced. Int. 25 (6), 703-704 (1993)] and 5% Pd/C (0.21 g) in EtOH (40 mL) was vigorously stirred under an atmoshphere of hydrogen at rt overnight. The reaction mixture was filtered and the filtrate concentrated under reduced pressure to afford the tiltle compound (1.65 g). Yields the product COC(=O)c1c(C(F)F)nc(C(F)(F)F)c(C(O)c2ccsc2)c1CC(C)C. RXN SMILES: [Br:1][c:2]1[cH:3][s:4][cH:5][cH:6]1.[CH2:42]1[O:43][CH2:44][CH2:45][CH2:46]1.[CH3:12][CH2:13][CH2:14][CH2:15][CH2:16][CH3:17].[CH3:7][CH2:8][CH2:9][CH2:10][Li:11].[ClH:41].[F:18][CH:19]([c:20]1[n:21][c:22]([C:36]([F:37])([F:38])[F:39])[c:23]([CH:34]=[O:35])[c:24]([CH2:30][CH:31]([CH3:32])[CH3:33])[c:25]1[C:26](=[O:27])[O:28][CH3:29])[F:40].[OH2:47]>>[c:2]1([CH:34]([c:23]2[c:22]([C:36]([F:37])([F:38])[F:39])[n:21][c:20]([CH:19]([F:18])[F:40])[c:25]([C:26](=[O:27])[O:28][CH3:29])[c:24]2[CH2:30][CH:31]([CH3:32])[CH3:33])[OH:35])[cH:3][s:4][cH:5][cH:6]1. Reactants: Brc1ccsc1, C1CCOC1, CCCCCC, [Li]CCCC, Cl, COC(=O)c1c(C(F)F)nc(C(F)(F)F)c(C=O)c1CC(C)C, O. Starting materials: S1C(=CC2=C1C=CC=C2)C=O (1-benzothiophene-2-carbaldehyde), C(CC(=O)O)(=O)O (malonic acid), N1=CC=CC=C1 (pyridine), N1CCCCC1 (piperidine). The solvent is O (H2O). Yields the product S1C(=CC2=C1C=CC=C2)/C=C/C(=O)O ((2E)-3-(1-Benzothien-2-yl)acrylic acid). RXN SMILES: [S:1]1[C:5]2[CH:6]=[CH:7][CH:8]=[CH:9][C:4]=2[CH:3]=[C:2]1[CH:10]=O.C(O)(=O)[CH2:13][C:14]([OH:16])=[O:15].N1C=CC=CC=1.N1CCCCC1>O>[S:1]1[C:5]2[CH:6]=[CH:7][CH:8]=[CH:9][C:4]=2[CH:3]=[C:2]1/[CH:10]=[CH:13]/[C:14]([OH:16])=[O:15]. Procedure: To a mixture of 1-benzothiophene-2-carbaldehyde, malonic acid (1.5 equiv) and pyridine (2.5 equiv) was added piperidine (0.1 equiv). The mixture was heated to reflux for 6 h, cooled and poured into H2O and filtered. Air drying over night gave the title compound. The reactants are [Na] (sodium), CC(COC1=CC=C(C=C1)OC(CC)C)O (1-methyl-2-[4-(1-methylpropoxy)phenoxy]ethanol), ClC1=NC=CC=N1 (2-chloropyrimidine). The product is CC(COC1=CC=C(C=C1)OC(CC)C)OC1=NC=CC=N1 (2-{1-methyl-2-[4-(1-methylpropoxy)phenoxy]ethoxy}pyrimidine). As a reaction SMILES: [Na].[CH3:2][CH:3]([OH:17])[CH2:4][O:5][C:6]1[CH:11]=[CH:10][C:9]([O:12][CH:13]([CH3:16])[CH2:14][CH3:15])=[CH:8][CH:7]=1.Cl[C:19]1[N:24]=[CH:23][CH:22]=[CH:21][N:20]=1>>[CH3:2][CH:3]([O:17][C:19]1[N:24]=[CH:23][CH:22]=[CH:21][N:20]=1)[CH2:4][O:5][C:6]1[CH:11]=[CH:10][C:9]([O:12][CH:13]([CH3:16])[CH2:14][CH3:15])=[CH:8][CH:7]=1 |^1:0|. Procedure: In the same manner, the sodium salt of 1-methyl-2-[4-(1-methylpropoxy)phenoxy]ethanol and 2-chloropyrimidine are reacted together to give 2-{1-methyl-2-[4-(1-methylpropoxy)phenoxy]ethoxy}pyrimidine, MS m/e 320 (M+ +NH4).